Dataset: the Open Reaction Database (ORD), a public repository of structured organic reaction records. Task: describe an organic reaction: reactants, conditions, products, and yield Reactants: ClC(Cl)(OC(OC(Cl)(Cl)Cl)=O)Cl (triphosgene), COC=1C=C2C(=CC=NC2=CC1OC)OC1=C(C=C(N)C=C1)F (4-[(6,7-Dimethoxy-4-quinolyl)oxy]-3-fluoroaniline), C(C)(C)N(CC)C(C)C (diisopropylethylamine), NC=1SC(=NN1)C(F)(F)F (2-amino-5-trifluoromethyl-1,3,4-thiadiazole). The solvent is C(Cl)(Cl)Cl (chloroform), O (water), C(Cl)(Cl)Cl (chloroform). Conditions: time 15 minute. Yields the product COC=1C=C2C(=CC=NC2=CC1OC)OC1=C(C=C(C=C1)NC(=O)NC=1SC(=NN1)C(F)(F)F)F (N-{4-[(6,7-Dimethoxy-4-quinolyl)oxy]-3-fluorophenyl}-N′-[5-(trifluoromethyl)-1,3,4-thiadiazol-2-yl]urea). Yield: 44.4%. RXN SMILES: [CH3:1][O:2][C:3]1[CH:4]=[C:5]2[C:10](=[CH:11][C:12]=1[O:13][CH3:14])[N:9]=[CH:8][CH:7]=[C:6]2[O:15][C:16]1[CH:22]=[CH:21][C:19]([NH2:20])=[CH:18][C:17]=1[F:23].C(N(C(C)C)CC)(C)C.ClC(Cl)(O[C:37](=[O:43])OC(Cl)(Cl)Cl)Cl.[NH2:45][C:46]1[S:47][C:48]([C:51]([F:54])([F:53])[F:52])=[N:49][N:50]=1>C(Cl)(Cl)Cl.O>[CH3:1][O:2][C:3]1[CH:4]=[C:5]2[C:10](=[CH:11][C:12]=1[O:13][CH3:14])[N:9]=[CH:8][CH:7]=[C:6]2[O:15][C:16]1[CH:22]=[CH:21][C:19]([NH:20][C:37]([NH:45][C:46]2[S:47][C:48]([C:51]([F:54])([F:53])[F:52])=[N:49][N:50]=2)=[O:43])=[CH:18][C:17]=1[F:23]. Reported procedure: 4-[(6,7-Dimethoxy-4-quinolyl)oxy]-3-fluoroaniline (100 mg) was dissolved in chloroform (5 ml) and diisopropylethylamine (0.5 ml) to prepare a solution. A solution of triphosgene (100 mg) in chloroform was then added to the solution, and the mixture was stirred at room temperature for 15 min. Next, 2-amino-5-trifluoromethyl-1,3,4-thiadiazole (70 mg) was added thereto, and the mixture was further stirred at room temperature overnight. Distilled water was added to the reaction solution, and the mix... The reactants are CC(C)CCn1c(Cn2c(=O)n(CC(=O)OC(C)(C)C)c3ccccc32)nc2cc(C#N)ccc21, CCO, Cl, [K+], [K+], NO, O=C([O-])[O-]. As a reaction SMILES: [C:1]([CH3:2])([CH3:3])([CH3:4])[O:5][C:6]([CH2:7][n:8]1[c:9](=[O:34])[n:10]([CH2:17][c:18]2[n:19][c:20]3[c:21]([n:22]2[CH2:23][CH2:24][CH:25]([CH3:26])[CH3:27])[cH:28][cH:29][c:30]([C:32]#[N:33])[cH:31]3)[c:11]2[c:12]1[cH:13][cH:14][cH:15][cH:16]2)=[O:35].[CH3:45][CH2:46][OH:47].[ClH:36].[K+:39].[K+:40].[NH2:37][OH:38].[O-:41][C:42]([O-:43])=[O:44]>>[C:1]([CH3:2])([CH3:3])([CH3:4])[O:5][C:6]([CH2:7][n:8]1[c:9](=[O:34])[n:10]([CH2:17][c:18]2[n:19][c:20]3[c:21]([n:22]2[CH2:23][CH2:24][CH:25]([CH3:26])[CH3:27])[cH:28][cH:29][c:30]([C:32](=[NH:33])[NH:37][OH:38])[cH:31]3)[c:11]2[c:12]1[cH:13][cH:14][cH:15][cH:16]2)=[O:35]. The product is CC(C)CCn1c(Cn2c(=O)n(CC(=O)OC(C)(C)C)c3ccccc32)nc2cc(C(=N)NO)ccc21. Starting materials: amine, diamine, ClC(CCCC(=O)OC(C)C)C (isopropyl 5-chlorohexanoate), ClC(CC(=O)OC(C)C)CCC (isopropyl 3-chlorohexanoate). Solvent: CO (MeOH). Conditions: time 90 hour. The product is ClCCCCCC(=O)OC(C)C (iso-Propyl 6-Chlorohexanoate). RXN SMILES: Cl[CH:2]([CH3:12])[CH2:3][CH2:4][CH2:5][C:6]([O:8][CH:9]([CH3:11])[CH3:10])=[O:7].[Cl:13]C(CCC)CC(OC(C)C)=O>CO>[Cl:13][CH2:12][CH2:2][CH2:3][CH2:4][CH2:5][C:6]([O:8][CH:9]([CH3:11])[CH3:10])=[O:7]. Procedure details: A solution of 10.5 gm (0.03 mol) of diamine 15, 6.2 gm (0.03 mol) of isopropyl 5-chlorohexanoate, and 10.0 gm of MeOH was charged to the flask and heated to reflux. After 90 hours, 1.0 gm (5 mmol) of isopropyl 3-chlorohexanoate was added to the mixture. At least 5% amine was present after refluxing 6 hours and the heating was stopped. The crude product was removed of volatiles by rotary evaporation and washed until all of the residue was removed leaving 15 gm (94%) of Quat 7. Reactants: COP1Oc2ccccc2-c2ccccc21, COc1cc(OC)cc(C(=O)Cl)c1, Cc1ccccc1. The product is COc1cc(OC)cc(C(=O)P2(=O)Oc3ccccc3-c3ccccc32)c1. As a reaction SMILES: [CH3:14][O:15][P:16]1[O:17][c:18]2[c:19]([cH:26][cH:27][cH:28][cH:29]2)-[c:20]2[c:21]1[cH:22][cH:23][cH:24][cH:25]2.[CH3:1][O:2][c:3]1[cH:4][c:5]([C:6](=[O:7])[Cl:8])[cH:9][c:10]([O:12][CH3:13])[cH:11]1.[CH3:30][c:31]1[cH:32][cH:33][cH:34][cH:35][cH:36]1>>[CH3:1][O:2][c:3]1[cH:4][c:5]([C:6](=[O:7])[P:16]2(=[O:15])[O:17][c:18]3[c:19]([cH:26][cH:27][cH:28][cH:29]3)-[c:20]3[c:21]2[cH:22][cH:23][cH:24][cH:25]3)[cH:9][c:10]([O:12][CH3:13])[cH:11]1. Reactants: CCCC1(CC=C(C)Cl)Cc2cc(C(CC(=O)O)C(=O)O)c(Cl)c(Cl)c2C1=O, Cl, [Cu], O, c1ccc2ncccc2c1. The product is CCCC1(CC=C(C)Cl)Cc2cc(CCC(=O)O)c(Cl)c(Cl)c2C1=O. As a reaction SMILES: [Cl:1][c:2]1[c:3]([CH:21]([C:22]([OH:23])=[O:24])[CH2:25][C:26](=[O:27])[OH:28])[cH:4][c:5]2[c:9]([c:10]1[Cl:11])[C:8](=[O:12])[C:7]([CH2:13][CH2:14][CH3:15])([CH2:16][CH:17]=[C:18]([CH3:19])[Cl:20])[CH2:6]2.[ClH:39].[Cu:40].[OH2:41].[cH:29]1[cH:30][c:31]2[c:32]([n:33][cH:34][cH:35][cH:36]2)[cH:37][cH:38]1>>[Cl:1][c:2]1[c:3]([CH2:21][CH2:25][C:26](=[O:27])[OH:28])[cH:4][c:5]2[c:9]([c:10]1[Cl:11])[C:8](=[O:12])[C:7]([CH2:13][CH2:14][CH3:15])([CH2:16][CH:17]=[C:18]([CH3:19])[Cl:20])[CH2:6]2. The product is C(C)OC(C(C(=CN(C)C)C1CCC1)=O)=O (3-Cyclobutyl-4-dimethylamino-2-oxo-but-3-enoic Acid Ethyl Ester). Isolated yield 51.0%. Reaction SMILES: [CH2:1]([O:3][C:4](=[O:15])[C:5](=[O:14])[C:6]([CH:11]1[CH2:13][CH2:12]1)=[CH:7][N:8]([CH3:10])[CH3:9])[CH3:2].[CH2:16](OC(=O)C(=O)CC1CCC1)C>>[CH2:1]([O:3][C:4](=[O:15])[C:5](=[O:14])[C:6]([CH:11]1[CH2:13][CH2:12][CH2:16]1)=[CH:7][N:8]([CH3:9])[CH3:10])[CH3:2]. Procedure: The title compound (0.663, 51%) is prepared essentially as described in the preparation of 3-cyclopropyl-4-dimethylamino-2-oxo-but-3-enoic acid ethyl ester using 3-cyclobutyl-2-oxo-propionic acid ethyl ester. LC-ES/MS m/e 226.0 (M+1) Starting materials: C(C)OC(C(C(=CN(C)C)C1CC1)=O)=O (3-cyclopropyl-4-dimethylamino-2-oxo-but-3-enoic acid ethyl ester), C(C)OC(C(CC1CCC1)=O)=O (3-cyclobutyl-2-oxo-propionic acid ethyl ester). Starting materials: FC=1C=C(C=CC1OC1=C2C(=NC=C1)C=C(S2)C=2N(C=CN2)C)NC(CC(=O)NC2=C(C=CC=C2)OC)=O (N1-(3-Fluoro-4-(2-(1-methyl-1H-imidazol-2-yl)thieno[3,2-b]pyridin-7-yloxy)phenyl)-N3-(2-methoxyphenyl)malonamide), FC=1C=C(C=CC1OC1=C2C(=NC=C1)C=C(S2)C2=CN=CN2C)N (3-Fluoro-4-(2-(1-methyl-1H-imidazol-5-yl)thieno[3,2-b]pyridin-7-yloxy)benzenamine). The product is FC=1C=C(C=CC1OC1=C2C(=NC=C1)C=C(S2)C2=CN=CN2C)NC(CC(=O)NC2=C(C=CC=C2)OC)=O (N1-(3-Fluoro-4-(2-(1-methyl-1H-imidazol-5-yl)thieno[3,2-b]pyridin-7-yloxy)phenyl)-N3-(2-methoxyphenyl)malonamide). The yield is 24.0%. RXN SMILES: [F:1][C:2]1[CH:3]=[C:4]([NH:24][C:25](=[O:38])[CH2:26][C:27]([NH:29][C:30]2[CH:35]=[CH:34][CH:33]=[CH:32][C:31]=2[O:36][CH3:37])=[O:28])[CH:5]=[CH:6][C:7]=1[O:8][C:9]1[CH:14]=[CH:13][N:12]=[C:11]2[CH:15]=[C:16](C3N(C)C=CN=3)[S:17][C:10]=12.FC1C=C(N)C=CC=1OC1C=CN=C2C=C([C:56]3[N:60]([CH3:61])[CH:59]=[N:58][CH:57]=3)SC=12>>[F:1][C:2]1[CH:3]=[C:4]([NH:24][C:25](=[O:38])[CH2:26][C:27]([NH:29][C:30]2[CH:35]=[CH:34][CH:33]=[CH:32][C:31]=2[O:36][CH3:37])=[O:28])[CH:5]=[CH:6][C:7]=1[O:8][C:9]1[CH:14]=[CH:13][N:12]=[C:11]2[CH:15]=[C:16]([C:56]3[N:60]([CH3:61])[CH:59]=[N:58][CH:57]=3)[S:17][C:10]=12. Procedure details: Following the procedure described above for the compound 28a (example 8, step 2) but replacing amine 9 for amine 18, title compound 28c was obtained in 24% yield. 1H NMR (DMSO-d6) δ (ppm): 10.58 (s, 1H), 9.62 (s, 1H), 8.49 (d, 1H), 8.05 (dd, 1H), 7.85 (m, 2H), 7.77 (s, 1H), 7.48 (t, 1H), 7.41 (m, 2H), 7.05 (m, 2H), 6.90 (m, 2H) 6.63 (dd, 1H), 3.88 (s, 3H), 3.84 (s, 3H), 3.63 (s, 2H). MS (m/z): 531.8 (M+H).